This data is from the Open Reaction Database (ORD), a public repository of structured organic reaction records. The task is: describe an organic reaction: reactants, conditions, products, and yield Starting materials: solution, C(C)(C)(C)OC(=O)N1C(OC[C@H]1C=O)(C)C ((S)-tert-Butyl-4-formyl-2,2-dimethyloxazolidine-3-carboxylate), C(=C)[Mg]Br (vinylmagnesium bromide). Run in C1CCOC1 (THF), C1CCOC1 (THF). Reaction conditions: temperature -78 celsius, time 2 hour. Yields the product C(C)(C)(C)OC(=O)N1C(OC[C@H]1[C@@H](C=C)O)(C)C ((S)-tert-Butyl-4-((R)-1-hydroxyallyl)-2,2-dimethyloxazolidine-3-carboxylate), 4a. The yield is 10.2%. As a reaction SMILES: [C:1]([O:5][C:6]([N:8]1[C@H:12]([CH:13]=[O:14])[CH2:11][O:10][C:9]1([CH3:16])[CH3:15])=[O:7])([CH3:4])([CH3:3])[CH3:2].[CH:17]([Mg]Br)=[CH2:18]>C1COCC1>[C:1]([O:5][C:6]([N:8]1[C@H:12]([C@H:13]([OH:14])[CH:17]=[CH2:18])[CH2:11][O:10][C:9]1([CH3:16])[CH3:15])=[O:7])([CH3:4])([CH3:3])[CH3:2]. Reported procedure: To a −78° C. solution of (S)-Garner aldehyde (3, 7.0 g, 30.5 mmol) in dry THF (50 mL) under N2 was slowly added vinylmagnesium bromide (92 mL, 92 mmol, a 1 M solution in THF) via cannula. After the cloudy yellow solution was stirred for 2 h at −78° C., it was warmed to 0° C., and the reaction was quenched with saturated aqueous NH4Cl solution (60 mL). The product was extracted with Et2O (2×60 mL). The combined organic layers were washed with brine (60 mL), dried (Na2SO4), and concentrated. The m... The reactants are C(C)(C)(C)OC(NC1=C(C=C(C=C1)N1C=CC=C1)NC(CC(C1=CC(=CC=C1)N1N=NC=C1)=O)=O)=O ({2-[3-oxo-3-(3-[1,2,3]triazol-1-yl-phenyl)-propionylamino]-4-pyrrol-1-yl-phenyl}-carbamic acid tert.-butyl ester), C(=O)(C(F)(F)F)O (TFA). Run in C(Cl)Cl (CH2Cl2). Product: N1(C=CC=C1)C=1C=CC2=C(NC(CC(=N2)C2=CC(=CC=C2)N2N=NC=C2)=O)C1 (8-Pyrrol-1-yl-4-(3-[1,2,3]triazol-1-yl-phenyl)-1,3-dihydro-benzo[b][1,4]diazepin-2-one), solid. RXN SMILES: C(OC(=O)[NH:7][C:8]1[CH:13]=[CH:12][C:11]([N:14]2[CH:18]=[CH:17][CH:16]=[CH:15]2)=[CH:10][C:9]=1[NH:19][C:20](=[O:35])[CH2:21][C:22](=O)[C:23]1[CH:28]=[CH:27][CH:26]=[C:25]([N:29]2[CH:33]=[CH:32][N:31]=[N:30]2)[CH:24]=1)(C)(C)C.C(O)(C(F)(F)F)=O>C(Cl)Cl>[N:14]1([C:11]2[CH:12]=[CH:13][C:8]3[N:7]=[C:22]([C:23]4[CH:28]=[CH:27][CH:26]=[C:25]([N:29]5[CH:33]=[CH:32][N:31]=[N:30]5)[CH:24]=4)[CH2:21][C:20](=[O:35])[NH:19][C:9]=3[CH:10]=2)[CH:18]=[CH:17][CH:16]=[CH:15]1. Reported procedure: The title compound was prepared from {2-[3-oxo-3-(3-[1,2,3]triazol-1-yl-phenyl)-propionylamino]-4-pyrrol-1-yl-phenyl}-carbamic acid tert.-butyl ester (Example M20) by treatment with TFA in CH2Cl2 according to the general procedure N. Obtained as a light yellow solid (36 mg). Reactants: OCCC1=C(N=CS1)C (5-(2-hydroxyethyl)-4-methyl-1,3-thiazole), C(C1=CC=CC=C1)Cl (benzyl chloride). Solvent: C(C)#N (acetonitrile). Yields the product [Cl-].C(C1=CC=CC=C1)[N+]1=CSC(=C1C)CCO (3-benzyl-5-(2-hydroxyethyl)-4-methyl-1,3-thiazolium chloride). RXN SMILES: [OH:1][CH2:2][CH2:3][C:4]1[S:8][CH:7]=[N:6][C:5]=1[CH3:9].[CH2:10]([Cl:17])[C:11]1[CH:16]=[CH:15][CH:14]=[CH:13][CH:12]=1>C(#N)C>[Cl-:17].[CH2:10]([N+:6]1[C:5]([CH3:9])=[C:4]([CH2:3][CH2:2][OH:1])[S:8][CH:7]=1)[C:11]1[CH:16]=[CH:15][CH:14]=[CH:13][CH:12]=1 |f:3.4|. Procedure details: 71.6 g (500 millimoles) of 5-(2-hydroxyethyl)-4-methyl-1,3-thiazole), 63.3 g (500 millimoles) of freshly distilled benzyl chloride and 250 ml of absolute acetonitrile are refluxed for 24 hours in a 500 ml round-bottomed flask. The stirred reaction mixture is slowly cooled to room temperature, and the precipitate is filtered off under suction, washed colorless with dry acetonitrile, predried and then dried at 90° C. under reduced pressure from a water pump. Reactants: NCCCO (3-amino-propanol), C(C=C)#N (acrylonitrile), C=O.C#N (formaldehyde hydrocyanic acid), C=O (formaldehyde), C#N (hydrocyanic acid), S(=O)(O)[O-] (hydrogen sulfite), product. The product is C(#N)CCNCCCO ((2-cyano-ethyl)-(3-hydroxy-propyl)-amine). As a reaction SMILES: [NH2:1][CH2:2][CH2:3][CH2:4][OH:5].[C:6](#[N:9])[CH:7]=[CH2:8].C=O.C#N.C=O.C#N.S([O-])(O)=O>>[C:6]([CH2:7][CH2:8][NH:1][CH2:2][CH2:3][CH2:4][OH:5])#[N:9] |f:2.3|. Procedure details: 75 grams (1 mole) of 3-amino-propanol were treated with 53 grams (1 mole) of acrylonitrile within one hour at 25° C. The mixture was allowed to react further for 1 hour at 40° C. The thus obtained reaction product (128 grams) was directly reacted further with formaldehyde/hydrocyanic acid or formaldehyde/alkali salt of hydrocyanic acid in the presence of alkali hydrogen sulfite. Starting materials: [BH4-], CO, [Na+], O=C(O)CCSC(CCCc1ccccc1)c1ccc(OCCCOc2ccc(C(=O)C(F)(F)F)cc2)cc1. Product: O=C(O)CCSC(CCCc1ccccc1)c1ccc(OCCCOc2ccc(C(O)C(F)(F)F)cc2)cc1. RXN SMILES: [BH4-:40].[CH3:42][OH:43].[Na+:41].[c:1]1([CH2:7][CH2:8][CH2:9][CH:10]([c:11]2[cH:12][cH:13][c:14]([O:17][CH2:18][CH2:19][CH2:20][O:21][c:22]3[cH:23][cH:24][c:25]([C:28]([C:29]([F:30])([F:31])[F:32])=[O:33])[cH:26][cH:27]3)[cH:15][cH:16]2)[S:34][CH2:35][CH2:36][C:37](=[O:38])[OH:39])[cH:2][cH:3][cH:4][cH:5][cH:6]1>>[c:1]1([CH2:7][CH2:8][CH2:9][CH:10]([c:11]2[cH:12][cH:13][c:14]([O:17][CH2:18][CH2:19][CH2:20][O:21][c:22]3[cH:23][cH:24][c:25]([CH:28]([C:29]([F:30])([F:31])[F:32])[OH:33])[cH:26][cH:27]3)[cH:15][cH:16]2)[S:34][CH2:35][CH2:36][C:37](=[O:38])[OH:39])[cH:2][cH:3][cH:4][cH:5][cH:6]1. The reactants are C(C)(C)(C)OC(N[C@H]1C[C@]2([C@H](CN(C2)C#N)C1)C(=O)N1CC2=CC(=CC=C2CC1)C(F)(F)F)=O (tert-Butyl((3aR,5R,6aR)-2-Cyano-3a-(7-(trifluoromethyl)-1,2,3,4-tetrahydroisoquinoline-2-carbonyl)octahydrocyclopenta[c]pyrrol-5-yl)carbamate), C(=O)(C(F)(F)F)O (TFA). The solvent is C(Cl)Cl (DCM). Product: N[C@H]1C[C@]2([C@H](CN(C2)C(=O)N)C1)C(=O)N1CC2=CC(=CC=C2CC1)C(F)(F)F ((3aR,5R,6aR)-5-Amino-3a-(7-(trifluoromethyl)-1,2,3,4-tetrahydroisoquinoline-2-carbonyl)hexahydrocyclopenta[c]pyrrole-2(1H)-carboxamide). As a reaction SMILES: C(OC(=O)[NH:7][C@@H:8]1[CH2:17][C@H:11]2[CH2:12][N:13]([C:15]#[N:16])[CH2:14][C@@:10]2([C:18]([N:20]2[CH2:29][CH2:28][C:27]3[C:22](=[CH:23][C:24]([C:30]([F:33])([F:32])[F:31])=[CH:25][CH:26]=3)[CH2:21]2)=[O:19])[CH2:9]1)(C)(C)C.C(O)(C(F)(F)F)=[O:36]>C(Cl)Cl>[NH2:7][C@@H:8]1[CH2:17][C@H:11]2[CH2:12][N:13]([C:15]([NH2:16])=[O:36])[CH2:14][C@@:10]2([C:18]([N:20]2[CH2:29][CH2:28][C:27]3[C:22](=[CH:23][C:24]([C:30]([F:32])([F:31])[F:33])=[CH:25][CH:26]=3)[CH2:21]2)=[O:19])[CH2:9]1. Procedure: A solution of the product from Step A (0.03 g, 0.627 mmol) in TFA (1 mL) and DCM (1 mL) was stirred at rt for 1.5 h. The volatile organic compounds were removed by evaporation, and the residue was diluted with DCM and evaporated again to give the product as a TFA salt. LC/MS: C19H23F3N4O2: m/z 397.2 (M+H).